Dataset: the Open Reaction Database (ORD), a public repository of structured organic reaction records. Task: describe an organic reaction: reactants, conditions, products, and yield Starting materials: N1CCC(CC1)C1=CN(C2=CC=CC=C12)CC=1SC=CC1 (3-piperidin-4-yl-1-thiophen-2-ylmethyl-1H-indole), COC(C1=CC(=CC=C1)CBr)=O (3-bromomethyl-benzoic acid methyl ester). Product: S1C(=CC=C1)CN1C=C(C2=CC=CC=C12)C1CCN(CC1)CC=1C=C(C(=O)O)C=CC1 (3-[4-(1-thiophen-2-ylmethyl-1H-indol-3-yl)-piperidin-1-ylmethyl]-benzoic acid). Isolated yield 176.2%. RXN SMILES: [NH:1]1[CH2:6][CH2:5][CH:4]([C:7]2[C:15]3[C:10](=[CH:11][CH:12]=[CH:13][CH:14]=3)[N:9]([CH2:16][C:17]3[S:18][CH:19]=[CH:20][CH:21]=3)[CH:8]=2)[CH2:3][CH2:2]1.C[O:23][C:24](=[O:33])[C:25]1[CH:30]=[CH:29][CH:28]=[C:27]([CH2:31]Br)[CH:26]=1>>[S:18]1[CH:19]=[CH:20][CH:21]=[C:17]1[CH2:16][N:9]1[C:10]2[C:15](=[CH:14][CH:13]=[CH:12][CH:11]=2)[C:7]([CH:4]2[CH2:5][CH2:6][N:1]([CH2:31][C:27]3[CH:26]=[C:25]([CH:30]=[CH:29][CH:28]=3)[C:24]([OH:33])=[O:23])[CH2:2][CH2:3]2)=[CH:8]1. Reported procedure: This compound was prepared following the procedure described in example 13 (part D), starting with 4.35 mmol (15 mmol) of 3-piperidin-4-yl-1-thiophen-2-ylmethyl-1H-indole and 4.58 g (20 mmol) of 3-bromomethyl-benzoic acid methyl ester. After the standard work-up, 3.3 g of the corresponding acid was obtained. The crude mixture was purified by flash chromatography over silica gel affording 0.64 g (10% of yield) of the pure acid. Reactants: Brc1ccc(Br)c2ccccc12, O=Cc1ccc(Br)c2ccccc12, CCO, NO. The product is ON=Cc1ccc(Br)c2ccccc12. As a reaction SMILES: [Br:16][c:17]1[c:18]2[c:19]([cH:20][cH:21][cH:22][cH:23]2)[c:24]([Br:25])[cH:26][cH:27]1.[Br:3][c:4]1[cH:5][cH:6][c:7]([CH:14]=[O:15])[c:8]2[cH:9][cH:10][cH:11][cH:12][c:13]12.[CH3:28][CH2:29][OH:30].[NH2:1][OH:2]>>[N:1]([OH:2])=[CH:14][c:7]1[cH:6][cH:5][c:4]([Br:3])[c:13]2[c:8]1[cH:9][cH:10][cH:11][cH:12]2. Product: CCOC(=O)C1=C(C)NC(C)=C2C(=O)Nc3ccccc3C21. The reactants are CCOC(=O)C1=C(C)NC(C)=C(C(=O)OCC)C1c1ccccc1N, CN(C)C=O. As a reaction SMILES: [NH2:1][c:2]1[c:3]([CH:8]2[C:9]([C:21](=[O:22])[O:23][CH2:24][CH3:25])=[C:10]([CH3:20])[NH:11][C:12]([CH3:19])=[C:13]2[C:14](=[O:15])[O:16][CH2:17][CH3:18])[cH:4][cH:5][cH:6][cH:7]1.[O:26]=[CH:27][N:28]([CH3:29])[CH3:30]>>[NH:1]1[c:2]2[c:3]([cH:4][cH:5][cH:6][cH:7]2)[CH:8]2[C:9]([C:21](=[O:22])[O:23][CH2:24][CH3:25])=[C:10]([CH3:20])[NH:11][C:12]([CH3:19])=[C:13]2[C:14]1=[O:15]. The reactants are C(C)(C)(C)OC(=O)N[C@H](C(=O)O)CCCCCC(CC)=O ((2S)-2-[(tert-butoxycarbonyl)amino]-8-oxodecanoic acid), S(C)C (Me2S). Solvent: C1CCOC1 (THF), C1CCOC1 (THF). Conditions: temperature 55 celsius, time 3 hour. Yields the product C(C)(C)(C)OC(=O)N[C@H](C(=O)OC)CCCCCC(CC)O (Methyl (2S)-2-[(tert-butoxycarbonyl)amino]-8-hydroxydecanoate). As a reaction SMILES: [C:1]([O:5][C:6]([NH:8][C@@H:9]([CH2:13][CH2:14][CH2:15][CH2:16][CH2:17][C:18](=[O:21])[CH2:19][CH3:20])[C:10]([OH:12])=[O:11])=[O:7])([CH3:4])([CH3:3])[CH3:2].S(C)[CH3:23]>C1COCC1>[C:1]([O:5][C:6]([NH:8][C@@H:9]([CH2:13][CH2:14][CH2:15][CH2:16][CH2:17][CH:18]([OH:21])[CH2:19][CH3:20])[C:10]([O:12][CH3:23])=[O:11])=[O:7])([CH3:4])([CH3:3])[CH3:2]. Procedure: To a solution of (2S)-2-[(tert-butoxycarbonyl)amino]-8-oxodecanoic acid in anhydrous THF at 0° C. under a nitrogen atmosphere was added slowly a solution of BH3.Me2S in THF (2 M, 2 eq.). The mixture was stirred for 5 min at 0° C. and 3 hr at 55° C. The reaction was quenched with MeOH and partitioned between EtOAc and sat. aq. NaHCO3. The organic phase was dried (Na2SO4) and concentrated under reduced pressure. The obtained product was used in the next step without purification. MS (ES) C16H31NO5... The reactants are O(C1=CC=CC=C1)C[C@H]1N(CCC1)S(=O)(=O)C=1C=C2C3(C(NC2=CC1)=O)OCCCO3 (5′-{[(2S)-2-(phenoxymethyl)pyrrolidin-1-yl]sulfonyl}spiro[1,3-dioxane-2,3′-indol]-2′(1′H)-one), ClCC1(CCC1)C#N (1-chloromethyl-cyclobutanecarbonitrile). The product is O(C1=CC=CC=C1)C[C@H]1N(CCC1)S(=O)(=O)C1=CC=2C(C=3N(C2C=C1)CC1(CN3)CCC1)=O (8′-{[(2S)-2-(Phenoxymethyl)pyrrolidin-1-yl]sulfonyl}spiro[cyclobutane-1,3′-pyrimido[1,2-a]indol]-10′(2′H)-one). Reaction SMILES: [O:1]([CH2:8][C@@H:9]1[CH2:13][CH2:12][CH2:11][N:10]1[S:14]([C:17]1[CH:18]=[C:19]2[C:23](=[CH:24][CH:25]=1)[NH:22][C:21](=O)[C:20]12OCCC[O:27]1)(=[O:16])=[O:15])[C:2]1[CH:7]=[CH:6][CH:5]=[CH:4][CH:3]=1.Cl[CH2:33][C:34]1([C:38]#[N:39])[CH2:37][CH2:36][CH2:35]1>>[O:1]([CH2:8][C@@H:9]1[CH2:13][CH2:12][CH2:11][N:10]1[S:14]([C:17]1[CH:25]=[CH:24][C:23]2[N:22]3[CH2:33][C:34]4([CH2:37][CH2:36][CH2:35]4)[CH2:38][N:39]=[C:21]3[C:20](=[O:27])[C:19]=2[CH:18]=1)(=[O:15])=[O:16])[C:2]1[CH:7]=[CH:6][CH:5]=[CH:4][CH:3]=1. Reported procedure: The title compound was prepared as a yellow foam from 5′-{[(2S)-2-(phenoxymethyl)pyrrolidin-1-yl]sulfonyl}spiro[1,3-dioxane-2,3′-indol]-2′(1′H)-one and 1-chloromethyl-cyclobutanecarbonitrile (Syn. Comm. 20(12) 1757, 1990) using a procedure similar to that of steps 3-5 of Example 12. NMR (400 Mz, DMSO-d6): consistent. MS: (ES−) m/z 464 [M−H]. Reactants: O=C1OC2(CCN(C(=O)c3c[nH]c4cc(Cl)ccc34)CC2)c2ccc(F)cc21, CS(=O)(=O)OCc1cncnc1. Product: O=C1OC2(CCN(C(=O)c3cn(Cc4cncnc4)c4cc(Cl)ccc34)CC2)c2ccc(F)cc21. As a reaction SMILES: [Cl:1][c:2]1[cH:3][cH:4][c:5]2[c:6]([C:11](=[O:12])[N:13]3[CH2:14][CH2:15][C:16]4([O:17][C:18](=[O:26])[c:19]5[c:20]4[cH:21][cH:22][c:23]([F:25])[cH:24]5)[CH2:27][CH2:28]3)[cH:7][nH:8][c:9]2[cH:10]1.[n:29]1[cH:30][n:31][cH:32][c:33]([CH2:35][O:36][S:37]([CH3:38])(=[O:39])=[O:40])[cH:34]1>>[Cl:1][c:2]1[cH:3][cH:4][c:5]2[c:6]([C:11](=[O:12])[N:13]3[CH2:14][CH2:15][C:16]4([O:17][C:18](=[O:26])[c:19]5[c:20]4[cH:21][cH:22][c:23]([F:25])[cH:24]5)[CH2:27][CH2:28]3)[cH:7][n:8]([CH2:35][c:33]3[cH:32][n:31][cH:30][n:29][cH:34]3)[c:9]2[cH:10]1. Reactants: [Li]CC, CCCC(=O)[SiH](C1CC1)C1CC1, CCC(C)(O)[Si](C)(C1CC1)C1CC1. The product is CCC(O)(CC)[Si](C)(C1CC1)C1CC1. RXN SMILES: [CH2:26]([Li:27])[CH3:28].[CH:14]1([SiH:15]([CH:16]2[CH2:17][CH2:18]2)[C:19](=[O:20])[CH2:21][CH2:22][CH3:23])[CH2:24][CH2:25]1.[CH:1]1([Si:4]([CH3:5])([C:6]([CH2:7][CH3:8])([CH3:9])[OH:10])[CH:11]2[CH2:12][CH2:13]2)[CH2:2][CH2:3]1>>[CH:1]1([Si:4]([CH3:5])([C:6]([CH2:7][CH3:8])([CH2:9][CH3:14])[OH:10])[CH:11]2[CH2:12][CH2:13]2)[CH2:2][CH2:3]1. Reactants: CC(C)([O-])C.[K+] (potassium tert butoxide), solution, ICCCC (iodobutane), CC(C)([O-])C.[K+] (potassium tertbutoxide), ICCCC (iodobutane), O (Water), FC1=CC=C(C=C1)C1=NN2C(C=C(C=C2)O)=C1C1=CC=NC=C1 (2-(4-Fluorophenyl)-3-(4-pyridinyl)pyrazolo[1,5-a]pyridin-5-ol). Solvent: C1CCOC1 (THF), CN(C=O)C (dimethylformamide). Product: C(CCC)OC1=CC=2N(C=C1)N=C(C2C2=CC=NC=C2)C2=CC=C(C=C2)F (5-(n-Butoxy)-2-(4-fluorophenyl)-3-(4-pyridinyl)pyrazolo[1,5-a]pyridine). Isolated yield 58.0%. As a reaction SMILES: [F:1][C:2]1[CH:7]=[CH:6][C:5]([C:8]2[C:17]([C:18]3[CH:23]=[CH:22][N:21]=[CH:20][CH:19]=3)=[C:11]3[CH:12]=[C:13]([OH:16])[CH:14]=[CH:15][N:10]3[N:9]=2)=[CH:4][CH:3]=1.CC(C)([O-])C.[K+].I[CH2:31][CH2:32][CH2:33][CH3:34].O>CN(C)C=O.C1COCC1>[CH2:31]([O:16][C:13]1[CH:14]=[CH:15][N:10]2[N:9]=[C:8]([C:5]3[CH:4]=[CH:3][C:2]([F:1])=[CH:7][CH:6]=3)[C:17]([C:18]3[CH:23]=[CH:22][N:21]=[CH:20][CH:19]=3)=[C:11]2[CH:12]=1)[CH2:32][CH2:33][CH3:34] |f:1.2|. Procedure details: 2-(4-Fluorophenyl)-3-(4-pyridinyl)pyrazolo[1,5-a]pyridin-5-ol (Example 24. 0.5 g, 1.63 mmol) was dissolved in dimethylformamide (10 mL) and potassium tert butoxide (2.5 mL of a 1 M solution in THF, 2.5 mmol) was added dropwise to the stirred solution. After 10 minutes iodobutane (2 mmol) was added and the reaction stirred at room temperature. Second additions of iodobutane (0.88 mmol) and 1M potassium tertbutoxide (2.5 mL, 1 mmol) were made after 4 h and reaction stirred further until complete b... Starting materials: O=C1CCC(=O)N1Br, COC(=O)c1ccc(F)c(-n2c(C)cc(OCc3ccc(F)cc3F)cc2=O)c1, [Na+], O=C([O-])O. Product: COC(=O)c1ccc(F)c(-n2c(C)cc(OCc3ccc(F)cc3F)c(Br)c2=O)c1. RXN SMILES: [Br:30][N:31]1[C:32](=[O:33])[CH2:34][CH2:35][C:36]1=[O:37].[F:1][c:2]1[c:3]([CH2:4][O:5][c:6]2[cH:7][c:8](=[O:24])[n:9](-[c:13]3[cH:14][c:15]([C:16](=[O:17])[O:18][CH3:19])[cH:20][cH:21][c:22]3[F:23])[c:10]([CH3:12])[cH:11]2)[cH:25][cH:26][c:27]([F:29])[cH:28]1.[Na+:42].[O-:38][C:39]([OH:40])=[O:41]>>[F:1][c:2]1[c:3]([CH2:4][O:5][c:6]2[c:7]([Br:30])[c:8](=[O:24])[n:9](-[c:13]3[cH:14][c:15]([C:16](=[O:17])[O:18][CH3:19])[cH:20][cH:21][c:22]3[F:23])[c:10]([CH3:12])[cH:11]2)[cH:25][cH:26][c:27]([F:29])[cH:28]1. Reactants: C(C=1C(C(=O)O)=CC=CC1)(=O)O (phthalic acid), O(C1=CC=CC=C1)CCO (2-phenoxyethanol), [OH-].[K+] (KOH). Conditions: temperature 90 celsius. The product is O(C1=CC=CC=C1)CCC1=C(C(C(=O)O)=CC=C1)C(=O)O (Mono(2-phenoxyethyl)phthalic Acid). RXN SMILES: [C:1]([OH:12])(=[O:11])[C:2]1[C:3](=[CH:7][CH:8]=[CH:9][CH:10]=1)[C:4]([OH:6])=[O:5].[O:13]([CH2:20][CH2:21]O)[C:14]1[CH:19]=[CH:18][CH:17]=[CH:16][CH:15]=1.[OH-].[K+]>>[O:13]([CH2:20][CH2:21][C:10]1[CH:9]=[CH:8][CH:7]=[C:3]([C:4]([OH:6])=[O:5])[C:2]=1[C:1]([OH:12])=[O:11])[C:14]1[CH:19]=[CH:18][CH:17]=[CH:16][CH:15]=1 |f:2.3|. Reported procedure: 148.1 g of anhydrous phthalic acid and roughly the molar equivalent 139.3 g of 2-phenoxyethanol were added to a 500 ml glass round-bottomed flask equipped with stirring blades, thermometer and Dimroth condenser, heated while slowly stirring, and after the generated heat at about 90° C. wore off, raised to a temperature of 130° C., which was maintained for 1 hour. The mixture was subsequently cooled to 60° C. The acid value (number of mg of KOH necessary to neutralize 1 g of a sample) of the reac...